This data is from the Open Reaction Database (ORD), a public repository of structured organic reaction records. The task is: describe an organic reaction: reactants, conditions, products, and yield Procedure: To a suspension of 2-amino-5-methoxy-benzoic acid (8.0 g, 47.8 mmol) in toluene (100 mL) was added a solution of phosgene (20%, 50.0 mL) in toluene and triethyl amine (13.40 mL). The reaction mixture was heated at 80 C. for 1.5 h. The precipitated product was filtered and washed with hexanes and toluene and dried to give 9.00 g of 6-methoxy-1H-benzo[d][1.3]oxazine-2,4-dione as a light brown solid. This was used directly for the next step. The solvent is C1(=CC=CC=C1)C (toluene), C1(=CC=CC=C1)C (toluene), C(C)N(CC)CC (triethyl amine). Yields the product COC1=CC2=C(NC(OC2=O)=O)C=C1 (6-methoxy-1H-benzo[d][1.3]oxazine-2,4-dione). Reaction conditions: time 1.5 hour. Starting materials: NC1=C(C(=O)O)C=C(C=C1)OC (2-amino-5-methoxy-benzoic acid), C(=O)(Cl)Cl (phosgene). Reaction SMILES: [NH2:1][C:2]1[CH:10]=[CH:9][C:8]([O:11][CH3:12])=[CH:7][C:3]=1[C:4]([OH:6])=[O:5].[C:13](Cl)(Cl)=[O:14]>C1(C)C=CC=CC=1.C(N(CC)CC)C>[CH3:12][O:11][C:8]1[CH:9]=[CH:10][C:2]2[NH:1][C:13](=[O:14])[O:5][C:4](=[O:6])[C:3]=2[CH:7]=1.